Dataset: the Open Reaction Database (ORD), a public repository of structured organic reaction records. Task: describe an organic reaction: reactants, conditions, products, and yield Starting materials: N1(C=NC=C1)C(CCC)C1=CC=C(C=O)C=C1 (4-[1-(1-imidazolyl)butyl]-benzaldehyde), Cl.NO (hydroxylamine hydrochloride). The solvent is N1=CC=CC=C1 (pyridine). Run at time 8 hour. Product: ON=CC1=CC=C(C=C1)C(CCC)N1C=NC=C1 (1-[1-(4-Hydroxyiminomethylphenyl)-butyl]-imidazole). As a reaction SMILES: [N:1]1([CH:6]([C:10]2[CH:17]=[CH:16][C:13]([CH:14]=O)=[CH:12][CH:11]=2)[CH2:7][CH2:8][CH3:9])[CH:5]=[CH:4][N:3]=[CH:2]1.Cl.[NH2:19][OH:20]>N1C=CC=CC=1>[OH:20][N:19]=[CH:14][C:13]1[CH:16]=[CH:17][C:10]([CH:6]([N:1]2[CH:5]=[CH:4][N:3]=[CH:2]2)[CH2:7][CH2:8][CH3:9])=[CH:11][CH:12]=1 |f:1.2|. Procedure details: 0.5 g of 4-[1-(1-imidazolyl)-butyl]-benzaldehyde (see example 6) is dissolved in 2 ml of pyridine and mixed with 0.215 g of hydroxylamine hydrochloride. It was stirred overnight at room temperature and precipitated in 30 ml of water and extracted with ether. After removal of the solvent under vacuum, 0.4 of 1-[1-(4-hydroxyiminomethylphenyl)-butyl]-imidazole is obtained as yellow oil. Reactants: C[Al](C)C, Cc1ccccc1, COC(=O)c1cc2nc(Nc3c(C)ccnc3Cl)[nH]c2c2c1OC(C)(C)C2, Nc1cccc(C(F)(F)F)c1. Reaction SMILES: [CH3:39][Al:40]([CH3:41])[CH3:42].[CH3:43][c:44]1[cH:45][cH:46][cH:47][cH:48][cH:49]1.[Cl:1][c:2]1[n:3][cH:4][cH:5][c:6]([CH3:27])[c:7]1[NH:8][c:9]1[n:10][c:11]2[c:12]([nH:13]1)[c:14]1[c:18]([c:19]([C:21]([O:23][CH3:22])=[O:24])[cH:20]2)[O:17][C:16]([CH3:25])([CH3:26])[CH2:15]1.[F:28][C:29]([c:30]1[cH:31][c:32]([NH2:33])[cH:34][cH:35][cH:36]1)([F:37])[F:38]>>[Cl:1][c:2]1[n:3][cH:4][cH:5][c:6]([CH3:27])[c:7]1[NH:8][c:9]1[n:10][c:11]2[c:12]([nH:13]1)[c:14]1[c:18]([c:19]([C:21](=[O:23])[NH:33][c:32]3[cH:31][c:30]([C:29]([F:28])([F:37])[F:38])[cH:36][cH:35][cH:34]3)[cH:20]2)[O:17][C:16]([CH3:25])([CH3:26])[CH2:15]1. Yields the product Cc1ccnc(Cl)c1Nc1nc2cc(C(=O)Nc3cccc(C(F)(F)F)c3)c3c(c2[nH]1)CC(C)(C)O3. The reactants are COC=1C=C(CCN)C=C(C1OC)OC (3,4,5-trimethoxy-phenethylamine), mixed acid anhydride, C(C)(=O)O (acetic acid), C(=O)O (formic acid), C(=O)O (formic acid), C(C)(=O)OC(C)=O (acetic anhydride). The solvent is O1CCCC1 (tetrahydrofuran). Run at time 3 hour. Product: CNCCC1=CC(=C(C(=C1)OC)OC)OC (N-methyl-3,4,5-trimethoxyphenethylamine). Reaction SMILES: [CH3:1][O:2][C:3]1[CH:4]=[C:5]([CH:9]=[C:10]([O:14][CH3:15])[C:11]=1[O:12][CH3:13])[CH2:6][CH2:7][NH2:8].[C:16](O)(=O)C.C(O)=O.C(OC(=O)C)(=O)C>O1CCCC1>[CH3:16][NH:8][CH2:7][CH2:6][C:5]1[CH:9]=[C:10]([O:14][CH3:15])[C:11]([O:12][CH3:13])=[C:3]([O:2][CH3:1])[CH:4]=1. Procedure details: A solution of the crude oil of 3,4,5-trimethoxy-phenethylamine in tetrahydrofuran (30 ml) was added to a mixed acid anhydride of acetic acid and formic acid, which had been synthesized by adding 98% formic acid (6.2 ml) to acetic anhydride (12.5 ml) under ice-cooling and reacting at 60° C. for 3 hours, under room temperature and stirred for 17 hours. The reaction mixture was concentrated under reduced pressure and tetrahydrofuran (40 ml) and borane-methyl sulfide complex (12 ml) were added to th...